This data is from the Open Reaction Database (ORD), a public repository of structured organic reaction records. The task is: describe an organic reaction: reactants, conditions, products, and yield The reactants are C(C)(=O)OC=1C=C2C(=NC1C)C(=O)OC2=O (5-acetoxy-6-methyl-pyridine-2,3-dicarboxylic acid anhydride), C[C@](N)(C(C)C)C(=O)N (2-methyl-valinamide). Yields the product C(C)(=O)OC=1C(=NC(=C(C(=O)O)C1)C(NC(C(C)C)(C)C(N)=O)=O)C (5-acetoxy-2-(1-carbamoyl-1,2-dimethylpropyl-carbamoyl)-6-methyl-nicotinic acid). As a reaction SMILES: [C:1]([O:4][C:5]1[CH:6]=[C:7]2[C:15](=[O:16])[O:14][C:12](=[O:13])[C:8]2=[N:9][C:10]=1[CH3:11])(=[O:3])[CH3:2].[CH3:17][C@@:18]([C:23]([NH2:25])=[O:24])([CH:20]([CH3:22])[CH3:21])[NH2:19]>>[C:1]([O:4][C:5]1[C:10]([CH3:11])=[N:9][C:8]([C:12](=[O:13])[NH:19][C:18]([C:23](=[O:24])[NH2:25])([CH3:17])[CH:20]([CH3:22])[CH3:21])=[C:7]([CH:6]=1)[C:15]([OH:14])=[O:16])(=[O:3])[CH3:2]. Procedure: 6.3 g (28.48 mmol) 5-acetoxy-6-methyl-pyridine-2,3-dicarboxylic acid anhydride and 4.1 g (31.33 mmol) 2-methyl-valinamide are stirred under nitrogen for 2 days at room temperature, and then the precipitated crystalline product is filtered off. Starting materials: N1C=NCC1 (imidazoline), CN(C=O)C (dimethylformamide), BrCC(=O)OCC1=CC=CC=C1 (benzyl bromoacetate). The solvent is O (water). The product is C(=O)(OCC1=CC=CC=C1)CN1C=NCC1 (N-Carbobenzyloxymethylimidazoline). As a reaction SMILES: [NH:1]1[CH2:5][CH2:4][N:3]=[CH:2]1.CN(C)C=O.Br[CH2:12][C:13]([O:15][CH2:16][C:17]1[CH:22]=[CH:21][CH:20]=[CH:19][CH:18]=1)=[O:14]>O>[C:13]([CH2:12][N:3]1[CH2:4][CH2:5][N:1]=[CH:2]1)([O:15][CH2:16][C:17]1[CH:22]=[CH:21][CH:20]=[CH:19][CH:18]=1)=[O:14]. Procedure: To a solution of 14.0 g. (0.2 mole) of imidazoline in 150 ml. of dry dimethylformamide is added dropwise with cooling 22.9 g. (0.1 mole) of benzyl bromoacetate. When the addition is complete, the reaction is warmed to 50°-60° C. for several hours, and is then cooled and diluted with water (250 ml.). The product is extracted with diethyl ether, and the extracts are combined and washed several times with a saturated brine solution. The ether phase is dried over sodium sulfate and concentrated to a...